Dataset: the Open Reaction Database (ORD), a public repository of structured organic reaction records. Task: describe an organic reaction: reactants, conditions, products, and yield The reactants are Brc1ccccn1, Brc1ccccc1, CCNCC, CCOCC, C#CCO, [Cu]I. Product: OCC#Cc1ccccc1. RXN SMILES: [Br:17][c:18]1[cH:19][cH:20][cH:21][cH:22][n:23]1.[Br:1][c:2]1[cH:3][cH:4][cH:5][cH:6][cH:7]1.[CH2:12]([NH:13][CH2:14][CH3:15])[CH3:16].[CH3:26][CH2:27][O:28][CH2:29][CH3:30].[CH:8]#[C:9][CH2:10][OH:11].[Cu:24][I:25]>>[c:2]1([C:8]#[C:9][CH2:10][OH:11])[cH:3][cH:4][cH:5][cH:6][cH:7]1. Reactants: Cc1ccoc1C(=O)Nc1cccc(C#Cc2cncc(C(=O)O)c2)c1, CCN=C=NCCCN(C)C, CN(C)c1ccncc1, Cl, Cl, CN(C)C=O, CCOC(=O)CS(=N)(=O)c1ccccc1. Yields the product CCOC(=O)CS(=O)(=NC(=O)c1cncc(C#Cc2cccc(NC(=O)c3occc3C)c2)c1)c1ccccc1. RXN SMILES: [CH3:16][c:17]1[c:18]([C:22](=[O:23])[NH:24][c:25]2[cH:26][c:27]([C:31]#[C:32][c:33]3[cH:34][n:35][cH:36][c:37]([C:38](=[O:39])[OH:40])[cH:41]3)[cH:28][cH:29][cH:30]2)[o:19][cH:20][cH:21]1.[CH3:43][N:44]([CH3:45])[CH2:46][CH2:47][CH2:48][N:49]=[C:50]=[N:51][CH2:52][CH3:53].[CH3:60][N:61]([CH3:62])[c:63]1[cH:64][cH:65][n:66][cH:67][cH:68]1.[ClH:42].[ClH:54].[O:55]=[CH:56][N:57]([CH3:58])[CH3:59].[c:1]1([S:7](=[O:8])(=[NH:9])[CH2:10][C:11](=[O:12])[O:13][CH2:14][CH3:15])[cH:2][cH:3][cH:4][cH:5][cH:6]1>>[c:1]1([S:7](=[O:8])(=[N:9][C:38]([c:37]2[cH:36][n:35][cH:34][c:33]([C:32]#[C:31][c:27]3[cH:26][c:25]([NH:24][C:22]([c:18]4[c:17]([CH3:16])[cH:21][cH:20][o:19]4)=[O:23])[cH:30][cH:29][cH:28]3)[cH:41]2)=[O:39])[CH2:10][C:11](=[O:12])[O:13][CH2:14][CH3:15])[cH:2][cH:3][cH:4][cH:5][cH:6]1. The reactants are CCOC(=O)CC, O=C1OCc2ccccc21, C[O-], CO, O=Cc1cccc([N+](=O)[O-])c1, [Na+], O. Yields the product O=C1c2ccccc2C(=O)C1c1cccc([N+](=O)[O-])c1. Reaction SMILES: [C:25]([O:26][CH2:27][CH3:28])(=[O:29])[CH2:30][CH3:31].[C:4]1(=[O:5])[O:6][CH2:7][c:8]2[cH:9][cH:10][cH:11][cH:12][c:13]21.[CH3:1][O-:2].[CH3:33][OH:34].[N+:14](=[O:15])([O-:16])[c:17]1[cH:18][c:19]([CH:20]=[O:21])[cH:22][cH:23][cH:24]1.[Na+:3].[OH2:32]>>[C:4]1(=[O:5])[c:13]2[c:8]([cH:9][cH:10][cH:11][cH:12]2)[C:7](=[O:6])[CH:20]1[c:19]1[cH:18][c:17]([N+:14](=[O:15])[O-:16])[cH:24][cH:23][cH:22]1. The reactants are CO, Cl, NO, CC(C)(C)OC(=O)N1CCc2nc(N=C(c3ccccc3)c3ccccc3)ccc2C1. Product: CC(C)(C)OC(=O)N1CCc2nc(N)ccc2C1. As a reaction SMILES: [CH3:35][OH:36].[ClH:34].[NH2:32][OH:33].[c:1]1([C:2]([c:3]2[cH:4][cH:5][cH:6][cH:7][cH:8]2)=[N:14][c:15]2[n:16][c:17]3[c:22]([cH:23][cH:24]2)[CH2:21][N:20]([C:25](=[O:26])[O:27][C:28]([CH3:29])([CH3:30])[CH3:31])[CH2:19][CH2:18]3)[cH:9][cH:10][cH:11][cH:12][cH:13]1>>[NH2:14][c:15]1[n:16][c:17]2[c:22]([cH:23][cH:24]1)[CH2:21][N:20]([C:25](=[O:26])[O:27][C:28]([CH3:29])([CH3:30])[CH3:31])[CH2:19][CH2:18]2. Starting materials: O=C(O)CCl, C1=CCNCC1, [Na+], [OH-], O. Yields the product O=C(O)CN1CC=CCC1. As a reaction SMILES: [Cl:1][CH2:2][C:3](=[O:4])[OH:5].[NH:8]1[CH2:9][CH:10]=[CH:11][CH2:12][CH2:13]1.[Na+:7].[OH-:6].[OH2:14]>>[CH2:2]([C:3](=[O:4])[OH:5])[N:8]1[CH2:9][CH:10]=[CH:11][CH2:12][CH2:13]1. Starting materials: CC(C)=O, [I-], [Na+], Cc1ccc(S(=O)(=O)OCCCCCCOC2CCC3(C)C(=CCC4C3CCC3(C)C(C(C)CCCC(C)C)CCC43)C2)cc1. Yields the product CC(C)CCCC(C)C1CCC2C3CC=C4CC(OCCCCCCI)CCC4(C)C3CCC12C. As a reaction SMILES: [CH3:48][C:49](=[O:50])[CH3:51].[I-:47].[Na+:46].[c:1]1([CH3:2])[cH:3][cH:4][c:5]([S:6]([O:7][CH2:11][CH2:12][CH2:13][CH2:14][CH2:15][CH2:16][O:17][CH:18]2[CH2:19][C:20]3=[CH:21][CH2:22][CH:23]4[CH:24]5[CH2:25][CH2:26][CH:27]([CH:28]([CH2:29][CH2:30][CH2:31][CH:32]([CH3:33])[CH3:34])[CH3:35])[C:36]5([CH3:44])[CH2:37][CH2:38][CH:39]4[C:40]3([CH3:43])[CH2:41][CH2:42]2)(=[O:8])=[O:9])[cH:10][cH:45]1>>[CH2:11]([CH2:12][CH2:13][CH2:14][CH2:15][CH2:16][O:17][CH:18]1[CH2:19][C:20]2=[CH:21][CH2:22][CH:23]3[CH:24]4[CH2:25][CH2:26][CH:27]([CH:28]([CH2:29][CH2:30][CH2:31][CH:32]([CH3:33])[CH3:34])[CH3:35])[C:36]4([CH3:44])[CH2:37][CH2:38][CH:39]3[C:40]2([CH3:43])[CH2:41][CH2:42]1)[I:47]. The yield is 93.0%. The product is C1(=CC=CC=C1)C(OCCCCCN1CCNCC1)C1=CC=CC=C1 (1-[5-(Dipenylmethoxy)pentyl]piperazine). Reported procedure: Using 5-(dipenylmethoxy)pentyl chloride and piperazine, the procedure of Reference Example 16 was otherwise repeated to provide the title compound. Starting materials: C1(=CC=CC=C1)C(OCCCCCCl)C1=CC=CC=C1 (5-(dipenylmethoxy)pentyl chloride), N1CCNCC1 (piperazine). Reaction SMILES: [C:1]1([CH:7]([C:15]2[CH:20]=[CH:19][CH:18]=[CH:17][CH:16]=2)[O:8][CH2:9][CH2:10][CH2:11][CH2:12][CH2:13]Cl)[CH:6]=[CH:5][CH:4]=[CH:3][CH:2]=1.[NH:21]1[CH2:26][CH2:25][NH:24][CH2:23][CH2:22]1>>[C:1]1([CH:7]([C:15]2[CH:20]=[CH:19][CH:18]=[CH:17][CH:16]=2)[O:8][CH2:9][CH2:10][CH2:11][CH2:12][CH2:13][N:21]2[CH2:26][CH2:25][NH:24][CH2:23][CH2:22]2)[CH:6]=[CH:5][CH:4]=[CH:3][CH:2]=1. Reactants: ClC(Cl)Cl, ClCc1ccc(Cl)cc1, Cc1cccc(Cl)c1O. Product: Cc1cc(Cc2ccc(Cl)cc2)cc(Cl)c1O. Reaction SMILES: [CH:19]([Cl:20])([Cl:21])[Cl:22].[Cl:10][c:11]1[cH:12][cH:13][c:14]([CH2:15][Cl:16])[cH:17][cH:18]1.[Cl:1][c:2]1[c:3]([OH:9])[c:4]([CH3:8])[cH:5][cH:6][cH:7]1>>[Cl:1][c:2]1[c:3]([OH:9])[c:4]([CH3:8])[cH:5][c:6]([CH2:15][c:14]2[cH:13][cH:12][c:11]([Cl:10])[cH:18][cH:17]2)[cH:7]1. The reactants are CSC1=NC(=NS1)S (5-(methylthio)-1,2,4-thiadiazole-3-thiol), [H-].[Na+] (NaH), ClC=1C(=NC=CN1)C#N (3-chloropyrazine-2-carbonitrile). RXN SMILES: [CH3:1][S:2][C:3]1[S:7][N:6]=[C:5]([SH:8])[N:4]=1.[H-].[Na+].Cl[C:12]1[C:13]([C:18]#[N:19])=[N:14][CH:15]=[CH:16][N:17]=1>CN(C=O)C.C1C=CC=CC=1>[CH3:1][S:2][C:3]1[S:7][N:6]=[C:5]([S:8][C:12]2[C:13]([C:18]#[N:19])=[N:14][CH:15]=[CH:16][N:17]=2)[N:4]=1 |f:1.2|. Conditions: time 2 hour. Procedure details: The title compound was prepared according to Example 1 by using 5-(methylthio)-1,2,4-thiadiazole-3-thiol (328 mg, 2.00 mmol), NaH (60% dispersion in mineral oil, 88 mg, 2.20 mmol), and 3-chloropyrazine-2-carbonitrile (280 mg, 2.00 mmol) in DMF and benzene (6 ml, 1/1) by stirring at room temperature under nitrogen atmosphere for 2 hr. Solvent: CN(C)C=O (DMF), C1=CC=CC=C1 (benzene). Yields the product CSC1=NC(=NS1)SC=1C(=NC=CN1)C#N (3-(5-(methylthio)-1,2,4-thiadiazol-3-ylthio)pyrazine-2-carbonitrile). Starting materials: CC(C)(C)[Si](C)(C)OCCBr, O=C([O-])[O-], CN1CCCC1=O, [Cs+], [Cs+], [I-], Nc1cc(O)c(Cl)cc1Br, [Na+], O. Yields the product CC(C)(C)[Si](C)(C)OCCOc1cc(N)c(Br)cc1Cl. Reaction SMILES: [Br:19][CH2:20][CH2:21][O:22][Si:23]([CH3:24])([CH3:25])[C:26]([CH3:27])([CH3:28])[CH3:29].[C:11](=[O:12])([O-:13])[O-:14].[CH3:30][N:31]1[CH2:32][CH2:33][CH2:34][C:35]1=[O:36].[Cs+:15].[Cs+:16].[I-:18].[NH2:1][c:2]1[c:3]([Br:10])[cH:4][c:5]([Cl:9])[c:6]([OH:8])[cH:7]1.[Na+:17].[OH2:37]>>[NH2:1][c:2]1[c:3]([Br:10])[cH:4][c:5]([Cl:9])[c:6]([O:8][CH2:20][CH2:21][O:22][Si:23]([CH3:24])([CH3:25])[C:26]([CH3:27])([CH3:28])[CH3:29])[cH:7]1.